This data is from the Open Reaction Database (ORD), a public repository of structured organic reaction records. The task is: describe an organic reaction: reactants, conditions, products, and yield Reactants: ClC=1C(=C(C=C(C1)C(F)(F)F)N)N (3-chloro-5-trifluoromethyl-1,2-phenylenediamine), C(C(=O)N)(=S)OCC (ethyl thiooxamate). Solvent: C(CCC)O (1-butanol). Conditions: temperature 25 celsius. Product: ClC1=C2N=C(C(NC2=CC(=C1)C(F)(F)F)=O)N (5-chloro-7-trifluoromethyl-3-aminoquinoxalin-2(1H)-one). Yield: 9.5%. As a reaction SMILES: [Cl:1][C:2]1[C:3]([NH2:13])=[C:4]([NH2:12])[CH:5]=[C:6]([C:8]([F:11])([F:10])[F:9])[CH:7]=1.[C:14]([O:19]CC)(=S)[C:15]([NH2:17])=O>C(O)CCC>[Cl:1][C:2]1[CH:7]=[C:6]([C:8]([F:11])([F:10])[F:9])[CH:5]=[C:4]2[C:3]=1[N:13]=[C:15]([NH2:17])[C:14](=[O:19])[NH:12]2. Reported procedure: An adaptation of the method of Burrell et al., J. Chem. Soc. Perkin I. 2707 (1973), was used. A mixture of 3-chloro-5-trifluoromethyl-1,2-phenylenediamine (420 mg, 2.00 mmol; Maybridge Co.) and ethyl thiooxamate (293 mg, 2.20 mmol; Aldrich Co.) in 4 mL of 1-butanol was heated to reflux. The resulting solution was stirred under reflux for 6 h. The resulting suspension was cool to 25° C. A pale yellow precipitate appeared. The mixture was vacuum filtered and the solid was washed with EtOH (5×2 mL)... Starting materials: C(C)(=O)O (acetic acid), C(C1=CC=CC=C1)[C@@H]([C@@H](O)C(=O)C1CC1)NC(OC(C)(C)C)=O (tert-butyl [(1S,2R)-1-benzyl-2-(cyclopropylcarbonyl)-2-hydroxyethyl]carbamate), [BH4-].[Na+] (sodium borohydride). Run in C(Cl)Cl (methylene chloride). Conditions: time 2 hour. The product is C(C1=CC=CC=C1)[C@@H]([C@H]([C@@H](O)C1CC1)O)NC(OC(C)(C)C)=O (tert-butyl [(1S,2R,3S)-1-benzyl-3-cyclopropyl-2,3-dihydroxypropyl]carbamate). Yield: 74.5%. Reaction SMILES: [CH2:1]([C@H:8]([NH:16][C:17](=[O:23])[O:18][C:19]([CH3:22])([CH3:21])[CH3:20])[C@H:9]([C:11]([CH:13]1[CH2:15][CH2:14]1)=[O:12])[OH:10])[C:2]1[CH:7]=[CH:6][CH:5]=[CH:4][CH:3]=1.C(O)(=O)C.[BH4-].[Na+]>C(Cl)Cl>[CH2:1]([C@H:8]([NH:16][C:17](=[O:23])[O:18][C:19]([CH3:21])([CH3:20])[CH3:22])[C@@H:9]([OH:10])[C@H:11]([CH:13]1[CH2:15][CH2:14]1)[OH:12])[C:2]1[CH:3]=[CH:4][CH:5]=[CH:6][CH:7]=1 |f:2.3|. Procedure details: 2.83 g (8.77 mmol) tert-butyl [(1S,2R)-1-benzyl-2-(cyclopropylcarbonyl)-2-hydroxyethyl]carbamate were dissolved in 130 ml of methylene chloride, 3 ml of acetic acid were added thereto and the mixture was finally treated portionwise at 0°-10° C. with 0.332 g (8.78 mmol) of sodium borohydride. The reaction solution was stirred at 50 for a further 2 hours and was then partitioned between 2N sodium hydrogen carbonate solution and methylene chloride. The organic phase was separated, washed with water... Starting materials: FC1=CC=C(C=C1)S (4-fluorobenzenethiol), ClC1=CC=NC=C1 (4-chloropyridine). The product is Cl.FC1=CC=C(C=C1)SC1=CC=NC=C1 (4-[(4-Fluorophenyl)thio]pyridine hydrochloride). The yield is 92.5%. Reaction SMILES: [F:1][C:2]1[CH:7]=[CH:6][C:5]([SH:8])=[CH:4][CH:3]=1.[Cl:9][C:10]1[CH:15]=[CH:14][N:13]=[CH:12][CH:11]=1>>[ClH:9].[F:1][C:2]1[CH:7]=[CH:6][C:5]([S:8][C:10]2[CH:15]=[CH:14][N:13]=[CH:12][CH:11]=2)=[CH:4][CH:3]=1 |f:2.3|. Procedure details: To 50.0 g of 4-fluorobenzenethiol cooled in an ice bath at 0° was slowly added 44.3 g of 4-chloropyridine. After several minutes, a vigorous reaction ensued with the formation of a white solid. The product was washed with ether and dried to yield 87.2 g (92.8%) of white powder, m.p. 217°-220°. Recrystallization from isopropanol gave white needles, m.p. 224°-226°. Starting materials: 4-[2-({3-[(3-Methylpiperidyl)methyl]phenyl}amino)(1,3-thiazol-4-yl)]-5-methlylthiothiophene-2-carboxamidine hydrochloride, C(C)(C)(C)OC(=O)NC(C=1SC(=C(C1)C=1N=C(SC1)NC1=CC(=CC=C1)CN1CC(CCC1)C)SC)=N ((tert-Butoxy)-N-(imino{4-[2-({3-[(3-methylpiperidyl)methyl]phenyl}amino)(1,3-thiazol-4-yl)]-5-methylthio(2-thienyl)}methyl)carboxamide), Cl.C(C)(=O)OCC (HCl ethyl acetate). Yields the product Cl.CC1CN(CCC1)CC=1C=C(C=CC1)NC=1SC=C(N1)C=1C=C(SC1SC)C(=N)N (4-[2-({3-[(3-methylpiperidyl)methyl]phenyl}amino)(1,3-thiazol-4-yl)]-5-methylthiothiophene-2-carboxamidine hydrochloride). The yield is 100.0%. RXN SMILES: C(OC([NH:8][C:9](=[NH:37])[C:10]1[S:11][C:12]([S:35][CH3:36])=[C:13]([C:15]2[N:16]=[C:17]([NH:20][C:21]3[CH:26]=[CH:25][CH:24]=[C:23]([CH2:27][N:28]4[CH2:33][CH2:32][CH2:31][CH:30]([CH3:34])[CH2:29]4)[CH:22]=3)[S:18][CH:19]=2)[CH:14]=1)=O)(C)(C)C.[ClH:38].C(OCC)(=O)C>>[ClH:38].[CH3:34][CH:30]1[CH2:31][CH2:32][CH2:33][N:28]([CH2:27][C:23]2[CH:22]=[C:21]([NH:20][C:17]3[S:18][CH:19]=[C:15]([C:13]4[CH:14]=[C:10]([C:9]([NH2:37])=[NH:8])[S:11][C:12]=4[S:35][CH3:36])[N:16]=3)[CH:26]=[CH:25][CH:24]=2)[CH2:29]1 |f:1.2,3.4|. Procedure details: 4-[2-({3-[(3-Methylpiperidyl)methyl]phenyl}amino)(1,3-thiazol-4-yl)]-5-methlylthiothiophene-2-carboxamidine hydrochloride: (tert-Butoxy)-N-(imino{4-[2-({3-[(3-methylpiperidyl)methyl]phenyl}amino)(1,3-thiazol-4-yl)]-5-methylthio(2-thienyl)}methyl)carboxamide (8.2 mg, 0.014 mmol) was stirred 2 mL of a 10% 3N HCl-ethyl acetate solution at 0° C. for 30 min., at which time the solvent was removed in vacuo to give 8 mg (100% yield) of the 4-[2-({3-[(3-methylpiperidyl)methyl]phenyl}amino)(1,3-thiazol-4... Starting materials: C#CC(=O)Nc1ccc(C#CC)cc1, CO, ClCCl, Ic1ccc(CCN2CCCC2)cc1. Yields the product CC#Cc1ccc(NC(=O)C#Cc2ccc(CCN3CCCC3)cc2)cc1. RXN SMILES: [C:1](#[C:2][CH3:3])[c:4]1[cH:5][cH:6][c:7]([NH:10][C:11]([C:12]#[CH:13])=[O:14])[cH:8][cH:9]1.[CH3:29][OH:30].[Cl:31][CH2:32][Cl:33].[I:15][c:16]1[cH:17][cH:18][c:19]([CH2:22][CH2:23][N:24]2[CH2:25][CH2:26][CH2:27][CH2:28]2)[cH:20][cH:21]1>>[C:1](#[C:2][CH3:3])[c:4]1[cH:5][cH:6][c:7]([NH:10][C:11]([C:12]#[C:13][c:16]2[cH:17][cH:18][c:19]([CH2:22][CH2:23][N:24]3[CH2:25][CH2:26][CH2:27][CH2:28]3)[cH:20][cH:21]2)=[O:14])[cH:8][cH:9]1. Starting materials: C(C1=CC=CC=C1)=NN(C)C1=NOCC2=C1C=CC=C2 (4-(2-benzylidene-1-methylhydrazino)-1H-2,3-benzoxazine), Cl (HCl). The solvent is C(C)O (ethanol). Reaction conditions: temperature 0 celsius. Yields the product OCC1=C(C=CC=C1)C1=NC(=NN1C)C1=CC=CC=C1 (5-(2-Hydroxymethylphenyl)-1-methyl-3-phenyl-1,2,4-triazole). Yield: 96.0%. As a reaction SMILES: [CH:1](=[N:8][N:9]([C:11]1[C:16]2[CH:17]=[CH:18][CH:19]=[CH:20][C:15]=2[CH2:14][O:13][N:12]=1)[CH3:10])[C:2]1[CH:7]=[CH:6][CH:5]=[CH:4][CH:3]=1.Cl>C(O)C>[OH:13][CH2:14][C:15]1[CH:20]=[CH:19][CH:18]=[CH:17][C:16]=1[C:11]1[N:9]([CH3:10])[N:8]=[C:1]([C:2]2[CH:7]=[CH:6][CH:5]=[CH:4][CH:3]=2)[N:12]=1. Procedure details: A suspension of 1.2 g. of 4-(2-benzylidene-1-methylhydrazino)-1H-2,3-benzoxazine in 12 ml. of ethanol and 12 ml. of aqueous 5% HCl is heated on a water bath for three hours. The ethanol is removed by distillation and the residue, neutralized with aqueous NaHCO3, is cooled to about 0° C. The precipitate is filtered and crystallized from ethanol. M.p. 122° C. Yield 96%. Starting materials: CC(C)(C)S(=O)NCc1cc(Br)no1, CO, Cl, C1COCCO1. The product is NCc1cc(Br)no1, Cl. RXN SMILES: [Br:1][c:2]1[n:3][o:4][c:5]([CH2:7][NH:8][S:9]([C:10]([CH3:11])([CH3:12])[CH3:13])=[O:14])[cH:6]1.[CH3:22][OH:23].[ClH:15].[O:16]1[CH2:17][CH2:18][O:19][CH2:20][CH2:21]1>>[Br:1][c:2]1[n:3][o:4][c:5]([CH2:7][NH2:8])[cH:6]1.[ClH:15]. The reactants are C(C1=CC=CC=C1)OC1=C(C=C(C=O)C=C1)OC (4-benzyloxy-3-methoxy-benzaldehyde), COCC(=O)OC (methyl methoxyacetate), C[Si](C)(C)[N-][Si](C)(C)C.[Na+] (sodium bis(trimethylsilyl)amide). The solvent is C1CCOC1 (THF). Reaction conditions: time 3 hour. Yields the product COC(C(C(O)C1=CC(=C(C=C1)OCC1=CC=CC=C1)OC)OC)=O (3-(4-benzyloxy-3-methoxy-phenyl)-3-hydroxy-2-methoxy-propionic acid methyl ester). Isolated yield 52.6%. Reaction SMILES: [CH2:1]([O:8][C:9]1[CH:16]=[CH:15][C:12]([CH:13]=[O:14])=[CH:11][C:10]=1[O:17][CH3:18])[C:2]1[CH:7]=[CH:6][CH:5]=[CH:4][CH:3]=1.[CH3:19][O:20][CH2:21][C:22]([O:24][CH3:25])=[O:23].C[Si]([N-][Si](C)(C)C)(C)C.[Na+]>C1COCC1>[CH3:25][O:24][C:22](=[O:23])[CH:21]([O:20][CH3:19])[CH:13]([C:12]1[CH:15]=[CH:16][C:9]([O:8][CH2:1][C:2]2[CH:3]=[CH:4][CH:5]=[CH:6][CH:7]=2)=[C:10]([O:17][CH3:18])[CH:11]=1)[OH:14] |f:2.3|. Reported procedure: A solution of 4-benzyloxy-3-methoxy-benzaldehyde (0.44 g, 1.92 mmol) and methyl methoxyacetate (0.19 mL, 1.92 mmol) in THF (10 mL) at −78° C. was added dropwise to sodium bis(trimethylsilyl)amide (20 mL, 2.11 mmol, 1N in THF) at −78° C. The reaction mixture was stirred for 3 h and quenched with 1N HCl (5 mL). The mixture was allowed to warm to room temperature, diluted with water (15 mL), and extracted with ethyl acetate (3×15 mL). The combined organic layers were dried (MgSO4) and concentrated....